The task is: describe an organic reaction: reactants, conditions, products, and yield. This data is from the Open Reaction Database (ORD), a public repository of structured organic reaction records. The reactants are NC1=C(C(=CC=C1)N)N (1,2,3-triaminobenzene), C1=CC=CC=2C3=CC=CC=C3C(C(C12)=O)=O (9,10-phenanthrenequinone), solvent, C(C)(=O)O (acetic acid). Solvent: CO (methanol). The product is NC1=C2N=C3C4=C(C5=C(C3=NC2=CC=C1)C=CC=C5)C=CC=C4 (10-aminodibenzo(A,C)phenazine). As a reaction SMILES: [NH2:1][C:2]1[CH:7]=[CH:6][CH:5]=[C:4]([NH2:8])[C:3]=1[NH2:9].[CH:10]1[C:23]2[C:22](=O)[C:21](=O)[C:20]3[C:15](=[CH:16][CH:17]=[CH:18][CH:19]=3)[C:14]=2[CH:13]=[CH:12][CH:11]=1.C(O)(=O)C>CO>[NH2:1][C:2]1[CH:7]=[CH:6][CH:5]=[C:4]2[C:3]=1[N:9]=[C:21]1[C:22](=[N:8]2)[C:23]2[CH:10]=[CH:11][CH:12]=[CH:13][C:14]=2[C:15]2[CH:16]=[CH:17][CH:18]=[CH:19][C:20]1=2. Reported procedure: 10.1 g (82 mmol) of 1,2,3-triaminobenzene and 14.6 g (70 mmol) of 9,10-phenanthrenequinone were placed in a four-necked flask, to which 350 g of a solvent of acetic acid and methanol at 1:1 was added for dissolution, followed by reaction at a reaction temperature of 70° C. for 2 hours. After the reaction, the solvent was removed and the resulting product was washed with methanol to obtain the intended product.